Dataset: the Open Reaction Database (ORD), a public repository of structured organic reaction records. Task: describe an organic reaction: reactants, conditions, products, and yield The reactants are C(=O)(OCC1=CC=CC=C1)N[C@@H](C(C)C)C(=O)NC(CC1=CC=CC=C1)C(C(CC1=CC=CC=C1)NC([C@@H](NC(=O)OCC1=CC=CC=C1)C(C)C)=O)O (2,4-Bis-(Cbz-valinyl-amino)-1,5-diphenyl-3-hydroxypentane), ClCC1=CC=C(C(=O)Cl)C=C1 (4-(chloromethyl)benzoyl chloride), N1=CC=CC=C1 (pyridine). Solvent: C(Cl)Cl (methylene chloride), CO (methanol), C(Cl)Cl (methylene chloride), CO (methanol), C(Cl)Cl (methylene chloride), C(Cl)Cl (methylene chloride), C(Cl)(Cl)Cl (chloroform). Yields the product ClCC1=CC=C(C(=O)OC(C(CC2=CC=CC=C2)NC([C@@H](NC(=O)OCC2=CC=CC=C2)C(C)C)=O)C(CC2=CC=CC=C2)NC([C@@H](NC(=O)OCC2=CC=CC=C2)C(C)C)=O)C=C1 (2,4-Bis-(N-(Cbz-valinyl)amino)-1.5-diphenyl-3-pentyl 4-(chloromethyl)benzoate). Isolated yield 46.1%. Reaction SMILES: [C:1]([NH:11][C@H:12]([C:16]([NH:18][CH:19]([CH:27]([OH:54])[CH:28]([NH:36][C:37](=[O:53])[C@H:38]([CH:50]([CH3:52])[CH3:51])[NH:39][C:40]([O:42][CH2:43][C:44]1[CH:49]=[CH:48][CH:47]=[CH:46][CH:45]=1)=[O:41])[CH2:29][C:30]1[CH:35]=[CH:34][CH:33]=[CH:32][CH:31]=1)[CH2:20][C:21]1[CH:26]=[CH:25][CH:24]=[CH:23][CH:22]=1)=[O:17])[CH:13]([CH3:15])[CH3:14])([O:3][CH2:4][C:5]1[CH:10]=[CH:9][CH:8]=[CH:7][CH:6]=1)=[O:2].[Cl:55][CH2:56][C:57]1[CH:65]=[CH:64][C:60]([C:61](Cl)=[O:62])=[CH:59][CH:58]=1.N1C=CC=CC=1>C(Cl)(Cl)Cl.C(Cl)Cl.CO>[Cl:55][CH2:56][C:57]1[CH:65]=[CH:64][C:60]([C:61]([O:54][CH:27]([CH:19]([NH:18][C:16](=[O:17])[C@H:12]([CH:13]([CH3:14])[CH3:15])[NH:11][C:1]([O:3][CH2:4][C:5]2[CH:6]=[CH:7][CH:8]=[CH:9][CH:10]=2)=[O:2])[CH2:20][C:21]2[CH:26]=[CH:25][CH:24]=[CH:23][CH:22]=2)[CH:28]([NH:36][C:37](=[O:53])[C@H:38]([CH:50]([CH3:52])[CH3:51])[NH:39][C:40]([O:42][CH2:43][C:44]2[CH:49]=[CH:48][CH:47]=[CH:46][CH:45]=2)=[O:41])[CH2:29][C:30]2[CH:31]=[CH:32][CH:33]=[CH:34][CH:35]=2)=[O:62])=[CH:59][CH:58]=1. Procedure details: The resultant compound of Example 70 (1.3 g, 1.76 mmol) was combined with 4-(chloromethyl)benzoyl chloride (1.0 g, 5.3 mmol) and pyridine (418 mg, 5.3 mmol) in 10 mL of freshly distilled methylene chloride. The reaction mixture was heated at reflux under nitrogen for approximately 10 h and then diluted with 150 mL of chloroform. The chloroform solution was washed with 75 mL of water, dried over anhydrous magnesium sulfate, filtered and concentrated under reduced pressure. The residue (2.1 g) was... Reactants: FC(C(=O)O)(F)F.C[C@H]1N(CCC1)CCC1=CC=C(C=C1)C1=CC=C(C=C1)C1(CCCC1)C(=O)NCCCC(=O)OC(C)(C)C ((R)-tert-butyl 4-(1-(4′-(2-(2-methylpyrrolidin-1-yl)ethyl)biphenyl-4-yl)cyclopentanecarboxamido)butanoate 2,2,2-trifluoroacetate), Cl (hydrogen chloride), O1CCOCC1 (dioxane). Conditions: time 8 hour. Yields the product C[C@H]1N(CCC1)CCC1=CC=C(C=C1)C1=CC=C(C=C1)C1(CCCC1)C(=O)NCCCC(=O)O ((R)-4-(1-(4′-(2-(2-Methylpyrrolidin-1-yl)ethyl)biphenyl-4-yl)cyclopentanecarboxamido)butanoic Acid). Reaction SMILES: FC(F)(F)C(O)=O.[CH3:8][C@@H:9]1[CH2:13][CH2:12][CH2:11][N:10]1[CH2:14][CH2:15][C:16]1[CH:21]=[CH:20][C:19]([C:22]2[CH:27]=[CH:26][C:25]([C:28]3([C:33]([NH:35][CH2:36][CH2:37][CH2:38][C:39]([O:41]C(C)(C)C)=[O:40])=[O:34])[CH2:32][CH2:31][CH2:30][CH2:29]3)=[CH:24][CH:23]=2)=[CH:18][CH:17]=1.Cl.O1CCOCC1>>[CH3:8][C@@H:9]1[CH2:13][CH2:12][CH2:11][N:10]1[CH2:14][CH2:15][C:16]1[CH:17]=[CH:18][C:19]([C:22]2[CH:27]=[CH:26][C:25]([C:28]3([C:33]([NH:35][CH2:36][CH2:37][CH2:38][C:39]([OH:41])=[O:40])=[O:34])[CH2:29][CH2:30][CH2:31][CH2:32]3)=[CH:24][CH:23]=2)=[CH:20][CH:21]=1 |f:0.1|. Procedure details: To (R)-tert-butyl 4-(1-(4′-(2-(2-methylpyrrolidin-1-yl)ethyl)biphenyl-4-yl)cyclopentanecarboxamido)butanoate 2,2,2-trifluoroacetate (2.6 mg, 4.11 μmol) was added 4M hydrogen chloride in dioxane (0.103 mL, 0.411 mmol). The reaction was stirred at room temperature overnight. The mixture was concentrated to give the title compound. LCMS m/z=463.4 [M+H]+. Starting materials: C1CC(=O)N(C1=O)I (NIS), OC1=C(C=O)C=C(C=C1)OC(F)(F)F (2-hydroxy-5-(trifluoromethoxy)benzaldehyde), S(=S)(=O)([O-])[O-].[Na+].[Na+] (sodium thiosulfate). Run in CN(C)C=O (DMF). Conditions: time 2 day. The product is OC1=C(C=O)C=C(C=C1I)OC(F)(F)F (2-hydroxy-3-iodo-5-(trifluoromethoxy)benzaldehyde). Yield: 9.3%. Reaction SMILES: [OH:1][C:2]1[CH:9]=[CH:8][C:7]([O:10][C:11]([F:14])([F:13])[F:12])=[CH:6][C:3]=1[CH:4]=[O:5].C1C(=O)N([I:22])C(=O)C1.S([O-])([O-])(=O)=S.[Na+].[Na+]>CN(C=O)C>[OH:1][C:2]1[C:9]([I:22])=[CH:8][C:7]([O:10][C:11]([F:12])([F:13])[F:14])=[CH:6][C:3]=1[CH:4]=[O:5] |f:2.3.4|. Reported procedure: 2-hydroxy-5-(trifluoromethoxy)benzaldehyde (2.0 g, 9.7 mmol) was dissolved into DMF (20 mL) and then added with NIS (5.4 g, 24 mmol) in batches. The mixture was stirred for 2 days at room temperature. At the end of reaction, saturated sodium thiosulfate solution was added and extracted with ethyl acetate, and the organic phase was dried and evaporated in vacuum to obtain the product (0.30 g, 78%) by column chromatography. The reactants are O=C1CCC(=O)N1Br, COc1ncc(C=CC(=O)O)c(OC)n1, [K+], [K+], O=C([O-])[O-], CN(C)C=O. The product is COc1ncc(C=CBr)c(OC)n1. As a reaction SMILES: [Br:22][N:23]1[C:24](=[O:25])[CH2:26][CH2:27][C:28]1=[O:29].[C:1]([OH:2])(=[O:3])[CH:4]=[CH:5][c:6]1[c:7]([O:14][CH3:15])[n:8][c:9]([O:12][CH3:13])[n:10][cH:11]1.[K+:16].[K+:17].[O-:18][C:19]([O-:20])=[O:21].[O:30]=[CH:31][N:32]([CH3:33])[CH3:34]>>[CH:4](=[CH:5][c:6]1[c:7]([O:14][CH3:15])[n:8][c:9]([O:12][CH3:13])[n:10][cH:11]1)[Br:22].